From a dataset of the Open Reaction Database (ORD), a public repository of structured organic reaction records. describe an organic reaction: reactants, conditions, products, and yield The reactants are NC1=CC=C(C(=O)OCC)C=C1 (ethyl p-aminobenzoate), CS(=O)(=O)OCCCOC1=CC=C(C=C1)Cl (3-(4-chlorophenoxy)-1-propanol O-methanesulfonate), CN(P(=O)(N(C)C)N(C)C)C (hexamethylphosphoramide). Solvent: O (water). Yields the product ClC1=CC=C(OCCCNC2=CC=C(C(=O)OCC)C=C2)C=C1 (Ethyl 4-{[3-(4-chlorophenoxy)propyl]amino}benzoate). Reaction SMILES: [NH2:1][C:2]1[CH:12]=[CH:11][C:5]([C:6]([O:8][CH2:9][CH3:10])=[O:7])=[CH:4][CH:3]=1.CS(O[CH2:18][CH2:19][CH2:20][O:21][C:22]1[CH:27]=[CH:26][C:25]([Cl:28])=[CH:24][CH:23]=1)(=O)=O.CN(C)P(N(C)C)(N(C)C)=O>O>[Cl:28][C:25]1[CH:26]=[CH:27][C:22]([O:21][CH2:20][CH2:19][CH2:18][NH:1][C:2]2[CH:3]=[CH:4][C:5]([C:6]([O:8][CH2:9][CH3:10])=[O:7])=[CH:11][CH:12]=2)=[CH:23][CH:24]=1. Procedure: A mixture of 17.1 g. of ethyl p-aminobenzoate, 14.6 g. of 3-(4-chlorophenoxy)-1-propanol O-methanesulfonate and 100 ml. of hexamethylphosphoramide is heated at 110°-115° C. for 16 hours. The solution is diluted with 100 ml. of water, allowed to cool and is filtered to give 12.5 g. of solid. Recrystallization from cyclohexane gives 7.8 g. of yellow needles. Chromatography over silica gel gives 6.8 g. of product as white crystals, m.p. 87°-88° C. Starting materials: aqueous solution, [OH-].[K+] (potassium hydroxide), CI (methyl iodide), C1CCOC1 (THF), COC1=CC=C2CCC(CC2=C1)=O (7-Methoxy-3,4-dihydro-1H-naphthalen-2-one), COC1=CC=C2CCC(CC2=C1)=O (7-Methoxy-3,4-dihydro-1H-naphthalen-2-one). The reagents and catalysts are S(=O)(=O)(O)[O-].C(CCC)[N+](CCCC)(CCCC)CCCC (tetrabutylammonium hydrogen sulfate). Run in O (water). Run at time 45 minute. Product: COC1=CC=C2CCC(C(C2=C1)(C)C)=O (7-Methoxy-1,1-dimethyl-3,4-dihydro-1H-naphthalen-2-one), crystal. Yield: 73.0%. RXN SMILES: COC1C=[C:11]2[C:6]([CH2:7][CH2:8][C:9](=[O:13])[CH2:10]2)=[CH:5][CH:4]=1.[CH3:14]I.[OH-].[K+].[CH2:18]1[CH2:22][O:21][CH2:20][CH2:19]1>S([O-])(O)(=O)=O.C([N+](CCCC)(CCCC)CCCC)CCC.O>[CH3:20][O:21][C:22]1[CH:18]=[C:19]2[C:6]([CH2:11][CH2:10][C:9](=[O:13])[C:8]2([CH3:7])[CH3:14])=[CH:5][CH:4]=1 |f:2.3,5.6|. Procedure: 7-Methoxy-3,4-dihydro-1H-naphthalen-2-one (Compound A1, 209 g, 1.18 mol), tetrabutylammonium hydrogen sulfate (40 g, 0.118 mol) and methyl iodide (162 g, 2.60 mol) were suspended in THF (500 ml) at room temperature. Under stirring, the mixture was added with 50% aqueous solution of potassium hydroxide (400 g) over 5 min. Reflux occurred as the inner temperature rapidly increases. Once the inner temperature stopped to increase, stirring was continued for 45 min. The reaction solution was diluted ... Reactants: ClC1=C(C=CC=C1)N1CCN(CC1)CCC=CC=1C=C2CCC(NC2=CC1)=O (6-{4-[4-(2-chlorophenyl)-1-piperazinyl]-1-butenyl}-3,4-dihydrocarbostyril), Cl (hydrochloric acid), [H][H] (hydrogen). Reagents/catalysts: [C].[Pd] (palladium carbon). Solvent: O (water). Conditions: time 30 minute. Yields the product ClC1=C(C=CC=C1)N1CCN(CC1)CCCCC=1C=C2CCC(NC2=CC1)=O (6-{4-[4-(2-chlorophenyl)-1-piperazinyl]butyl}-3,4-dihydrocarbostyril). RXN SMILES: [Cl:1][C:2]1[CH:7]=[CH:6][CH:5]=[CH:4][C:3]=1[N:8]1[CH2:13][CH2:12][N:11]([CH2:14][CH2:15][CH:16]=[CH:17][C:18]2[CH:19]=[C:20]3[C:25](=[CH:26][CH:27]=2)[NH:24][C:23](=[O:28])[CH2:22][CH2:21]3)[CH2:10][CH2:9]1.Cl.[H][H]>O.[C].[Pd]>[Cl:1][C:2]1[CH:7]=[CH:6][CH:5]=[CH:4][C:3]=1[N:8]1[CH2:9][CH2:10][N:11]([CH2:14][CH2:15][CH2:16][CH2:17][C:18]2[CH:19]=[C:20]3[C:25](=[CH:26][CH:27]=2)[NH:24][C:23](=[O:28])[CH2:22][CH2:21]3)[CH2:12][CH2:13]1 |f:4.5|. Reported procedure: 0.37 Gram of 6-{4-[4-(2-chlorophenyl)-1-piperazinyl]-1-butenyl}-3,4-dihydrocarbostyril and 0.1 g of 10%-palladium carbon were suspended in 40 ml of water, then 0.2 ml of concentrated hydrochloric acid was added to the suspension and the mixture was catalytically hydrogenated under 5 atmospheric pressure of hydrogen gas at an ordinary temperature. The catalyst was removed by filtration and to the filtrate were added 10N-NaOH and ether and stirred at a room temperature for 30 minutes. The crystals... Starting materials: CO, Cn1c(=O)c2c(nc(N3CCN(C(=O)OC(C)(C)C)CC3)n2-c2ccccc2Cl)n(COC(=O)C(C)(C)C)c1=O, Cl, [H-], [Na+], C1CCOC1. The product is Cn1c(=O)[nH]c2nc(N3CCN(C(=O)OC(C)(C)C)CC3)n(-c3ccccc3Cl)c2c1=O. RXN SMILES: [CH3:44][OH:45].[Cl:1][c:2]1[c:3](-[n:8]2[c:9]([N:28]3[CH2:29][CH2:30][N:31]([C:34](=[O:35])[O:36][C:37]([CH3:38])([CH3:39])[CH3:40])[CH2:32][CH2:33]3)[n:10][c:11]3[n:12]([CH2:20][O:21][C:22](=[O:23])[C:24]([CH3:25])([CH3:26])[CH3:27])[c:13](=[O:19])[n:14]([CH3:18])[c:15](=[O:17])[c:16]23)[cH:4][cH:5][cH:6][cH:7]1.[ClH:43].[H-:41].[Na+:42].[O:46]1[CH2:47][CH2:48][CH2:49][CH2:50]1>>[Cl:1][c:2]1[c:3](-[n:8]2[c:9]([N:28]3[CH2:29][CH2:30][N:31]([C:34](=[O:35])[O:36][C:37]([CH3:38])([CH3:39])[CH3:40])[CH2:32][CH2:33]3)[n:10][c:11]3[nH:12][c:13](=[O:19])[n:14]([CH3:18])[c:15](=[O:17])[c:16]23)[cH:4][cH:5][cH:6][cH:7]1. Starting materials: BrC1=C(NC(=N1)OCC)C=O (5-Bromo-2-ethoxy-3H-imidazole-4-carbaldehyde), C(C)(C)(C)OC(=O)C=1C(=CC=CC1)C1=CC(=C(C=C1)CBr)F (4′-bromomethyl-3′-fluorobiphenyl-2-carboxylic acid t-butyl ester), C([O-])([O-])=O.[K+].[K+] (potassium carbonate). Run in CN(C)C=O (DMF). Conditions: time 10 minute. Yields the product C(C)(C)(C)OC(=O)C=1C(=CC=CC1)C1=CC(=C(C=C1)CN1C(=NC(=C1C=O)Br)OCC)F (4′-(4-Bromo-2-ethoxy-5-formylimidazol-1-ylmethyl)-3′-fluorobiphenyl-2-carboxylic Acid t-Butyl Ester). Yield: 15.7%. As a reaction SMILES: [Br:1][C:2]1[N:6]=[C:5]([O:7][CH2:8][CH3:9])[NH:4][C:3]=1[CH:10]=[O:11].[C:12]([O:16][C:17]([C:19]1[C:20]([C:25]2[CH:30]=[CH:29][C:28]([CH2:31]Br)=[C:27]([F:33])[CH:26]=2)=[CH:21][CH:22]=[CH:23][CH:24]=1)=[O:18])([CH3:15])([CH3:14])[CH3:13].C(=O)([O-])[O-].[K+].[K+]>CN(C=O)C>[C:12]([O:16][C:17]([C:19]1[C:20]([C:25]2[CH:30]=[CH:29][C:28]([CH2:31][N:4]3[C:3]([CH:10]=[O:11])=[C:2]([Br:1])[N:6]=[C:5]3[O:7][CH2:8][CH3:9])=[C:27]([F:33])[CH:26]=2)=[CH:21][CH:22]=[CH:23][CH:24]=1)=[O:18])([CH3:15])([CH3:14])[CH3:13] |f:2.3.4|. Procedure: 5-Bromo-2-ethoxy-3H-imidazole-4-carbaldehyde (10.0 g, 45.6 mmol), 4′-bromomethyl-3′-fluorobiphenyl-2-carboxylic acid t-butyl ester (16.7 g, 45.6 mmol) and potassium carbonate (9.5 g, 68.5 mmol) were dissolved in DMF (200 mL) at 0° C. After 10 minutes, the mixture was allowed to warm to room temperature and was stirred overnight. The mixture was filtered and concentrated in vacuo. The concentrate was extracted with EtOAc (2×200 mL) and sat. aq. NaHCO3:water; 1:1 (150 mL). The combined organic fra... The reactants are [H-].[Na+] (sodiumhydride), C(C)C1=NC=CC(=C1)C=O (2-ethyl-4-pyridinecarboxaldehyde), CO (methanol), [Cl-].C(#N)C[P+](C1=CC=CC=C1)(C1=CC=CC=C1)C1=CC=CC=C1 ((cyanomethyl)triphenylphosphonium chloride). Solvent: O1CCCC1 (tetrahydrofurane), CN(C=O)C (dimethylformamide), O1CCCC1 (tetrahydrofuran). Conditions: time 1 hour. Product: C(C)C1=NC=CC(=C1)/C=C/C#N ((E)-3-(2-ethyl-pyridin-4-yl)-acrylonitrile). Isolated yield 25.1%. RXN SMILES: [H-].[Na+].[Cl-].[C:4]([CH2:6][P+](C1C=CC=CC=1)(C1C=CC=CC=1)C1C=CC=CC=1)#[N:5].[CH2:26]([C:28]1[CH:33]=[C:32]([CH:34]=O)[CH:31]=[CH:30][N:29]=1)[CH3:27].CO>O1CCCC1.CN(C)C=O>[CH2:26]([C:28]1[CH:33]=[C:32](/[CH:34]=[CH:6]/[C:4]#[N:5])[CH:31]=[CH:30][N:29]=1)[CH3:27] |f:0.1,2.3|. Procedure details: To a suspension of 1.79 g (0.041 mol) sodiumhydride in 50 ml tetrahydrofurane and 50 ml dimethylformamide were added 13.9 g (0.041 mol) (cyanomethyl)triphenylphosphonium chloride. After sirring for 1 hour at room temperature a solution of 5.54 g (0.041 mol) 2-ethyl-4-pyridinecarboxaldehyde in 10 ml tetrahydrofuran were added and stirring was continued for 15 hours. Then 10 ml methanol were added, the solvents were evaporated and the residue chromatographed on aluminiumoxide with dichloromethane ...